This data is from the Open Reaction Database (ORD), a public repository of structured organic reaction records. The task is: describe an organic reaction: reactants, conditions, products, and yield The reactants are Cl.Cl.C(C)(C)(C)C1=C(C=CC=C1)N1CCNCC1 (1-(2-tert-butylphenyl)piperazine dihydrochloride), O.ON1N=NC2=C1C=CC=C2 (1-hydroxy-1H-benzotriazole monohydrate), Cl.C(C)N=C=NCCCN(C)C (1-ethyl-3-(3-dimethylaminopropyl)carbodiimide hydrochloride), Example 1, C(C1=CC=CC=C1)OC=1C=C2C=C(NC2=CC1)C(=O)O (5-(benzyloxy)-1H-indole-2-carboxylic acid). Solvent: C(C)N(CC)CC (triethylamine), CN(C=O)C (N,N-dimethylformamide), O (Water). Product: C(C1=CC=CC=C1)OC=1C=C2C=C(NC2=CC1)C(=O)N1CCN(CC1)C1=C(C=CC=C1)C(C)(C)C (5-(Benzyloxy)-2-{[4-(2-tert-butylphenyl)piperazin-1-yl]carbonyl}-1H-indole). Yield: 81.0%. RXN SMILES: Cl.Cl.[C:3]([C:7]1[CH:12]=[CH:11][CH:10]=[CH:9][C:8]=1[N:13]1[CH2:18][CH2:17][NH:16][CH2:15][CH2:14]1)([CH3:6])([CH3:5])[CH3:4].[CH2:19]([O:26][C:27]1[CH:28]=[C:29]2[C:33](=[CH:34][CH:35]=1)[NH:32][C:31]([C:36](O)=[O:37])=[CH:30]2)[C:20]1[CH:25]=[CH:24][CH:23]=[CH:22][CH:21]=1.Cl.C(N=C=NCCCN(C)C)C.O.ON1C2C=CC=CC=2N=N1>O.CN(C)C=O.C(N(CC)CC)C>[CH2:19]([O:26][C:27]1[CH:28]=[C:29]2[C:33](=[CH:34][CH:35]=1)[NH:32][C:31]([C:36]([N:16]1[CH2:17][CH2:18][N:13]([C:8]3[CH:9]=[CH:10][CH:11]=[CH:12][C:7]=3[C:3]([CH3:6])([CH3:4])[CH3:5])[CH2:14][CH2:15]1)=[O:37])=[CH:30]2)[C:20]1[CH:21]=[CH:22][CH:23]=[CH:24][CH:25]=1 |f:0.1.2,4.5,6.7|. Reported procedure: A mixture of 1-(2-tert-butylphenyl)piperazine dihydrochloride obtained in Reference Example 1 (2.0 g), 5-(benzyloxy)-1H-indole-2-carboxylic acid (2.03 g), 1-ethyl-3-(3-dimethylaminopropyl)carbodiimide hydrochloride (1.92 g), 1-hydroxy-1H-benzotriazole monohydrate (1.53 g), triethylamine (2.79 mL), and N,N-dimethylformamide (30 mL) was stirred at room temperature for over-night. Water was added to the reaction solution, and the mixture was extracted with ethyl acetate. The ethyl acetate layer was... Starting materials: N1=CC=CC=C1 (pyridine), C1(=CC=C(C=C1)S(=O)(=O)OCCN)C (Ethanolamine p-toluenesulphonate), ClP1(OCCO1)=O (2-chloro-2-oxo-1,3,2-dioxaphospholane). The solvent is C(C)#N (acetonitrile), C(C)#N (acetonitrile). Run at time 4 hour. Product: NCCOP1(OCCO1)=O (2-(2-aminoethoxy)-2-oxo-1,3,2-dioxaphospholane). Reaction SMILES: C1(C)C=CC(S([O:10][CH2:11][CH2:12][NH2:13])(=O)=O)=CC=1.N1C=CC=CC=1.Cl[P:22]1(=[O:27])[O:26][CH2:25][CH2:24][O:23]1>C(#N)C>[NH2:13][CH2:12][CH2:11][O:10][P:22]1(=[O:27])[O:26][CH2:25][CH2:24][O:23]1. Procedure details: Ethanolamine p-toluenesulphonate (10.0 g, 39.8 mmol was dissolved in dry acetonitrile (500 ml) at 60° C. The solution was cooled to 30° C. when pyridine (3.15 g, 39.8 mmol) was added. A solution of 2-chloro-2-oxo-1,3,2-dioxaphospholane (5.68 g, 39.8 mmol) in dry acetonitrile (5 ml) was then added over 10 minutes. The mixture was stirred at ambient temperature for 4 hours and then the acetonitrile evaporated in vacuo to give 2-(2-aminoethoxy)-2-oxo-1,3,2-dioxaphospholane as a viscous oil.